From a dataset of the Open Reaction Database (ORD), a public repository of structured organic reaction records. describe an organic reaction: reactants, conditions, products, and yield Starting materials: C1(CC1)C=1C=CC(=NC1OCC1CC1)C(=O)O (5-cyclopropyl-6-cyclopropylmethoxy-pyridine-2-carboxylic acid), C1(CC1)C[C@@H](C1=NOC(=N1)C)N ((S)-2-cyclopropyl-1-(5-methyl-[1,2,4]oxadiazol-3-yl)-ethylamine). Product: C1(CC1)C[C@@H](C1=NOC(=N1)C)NC(=O)C1=NC(=C(C=C1)C1CC1)OCC1CC1 (5-Cyclopropyl-6-cyclopropylmethoxy-pyridine-2-carboxylic acid [(S)-2-cyclopropyl-1-(5-methyl-[1,2,4]oxadiazol-3-yl)-ethyl]-amide). Reaction SMILES: [CH:1]1([C:4]2[CH:5]=[CH:6][C:7]([C:15]([OH:17])=O)=[N:8][C:9]=2[O:10][CH2:11][CH:12]2[CH2:14][CH2:13]2)[CH2:3][CH2:2]1.[CH:18]1([CH2:21][C@H:22]([NH2:29])[C:23]2[N:27]=[C:26]([CH3:28])[O:25][N:24]=2)[CH2:20][CH2:19]1>>[CH:18]1([CH2:21][C@H:22]([NH:29][C:15]([C:7]2[CH:6]=[CH:5][C:4]([CH:1]3[CH2:2][CH2:3]3)=[C:9]([O:10][CH2:11][CH:12]3[CH2:13][CH2:14]3)[N:8]=2)=[O:17])[C:23]2[N:27]=[C:26]([CH3:28])[O:25][N:24]=2)[CH2:20][CH2:19]1. Procedure details: The title compound was synthesized in analogy to Example 1, using 5-cyclopropyl-6-cyclopropylmethoxy-pyridine-2-carboxylic acid (Example 42 a) and (S)-2-cyclopropyl-1-(5-methyl-[1,2,4]oxadiazol-3-yl)-ethylamine (Example 38 e) as starting materials, MS (EI): m/e=383.2 [M+H]+. Starting materials: C, COc1cc(C(=O)NCc2ccc(CNC(=O)OC(C)(C)C)cc2[N+](=O)[O-])cc(OC)c1C, CCO, [Pd]. Product: COc1cc(C(=O)NCc2ccc(CNC(=O)OC(C)(C)C)cc2N)cc(OC)c1C. As a reaction SMILES: [C:37].[CH3:1][O:2][c:3]1[cH:4][c:5]([C:6](=[O:7])[NH:8][CH2:9][c:10]2[c:11]([N+:25]([O-:26])=[O:27])[cH:12][c:13]([CH2:14][NH:15][C:16]([O:17][C:18]([CH3:19])([CH3:20])[CH3:21])=[O:22])[cH:23][cH:24]2)[cH:28][c:29]([O:32][CH3:33])[c:30]1[CH3:31].[CH3:34][CH2:35][OH:36].[Pd:38]>>[CH3:1][O:2][c:3]1[cH:4][c:5]([C:6](=[O:7])[NH:8][CH2:9][c:10]2[c:11]([NH2:25])[cH:12][c:13]([CH2:14][NH:15][C:16]([O:17][C:18]([CH3:19])([CH3:20])[CH3:21])=[O:22])[cH:23][cH:24]2)[cH:28][c:29]([O:32][CH3:33])[c:30]1[CH3:31]. Starting materials: CO, [H][H], NCc1ccccc1, CC(=O)COc1ccc(O)c(C(N)=O)c1, O=S(=O)(O)O. Product: CC(COc1ccc(O)c(C(N)=O)c1)NCc1ccccc1. Reaction SMILES: [CH3:31][OH:32].[H:29][H:30].[NH2:1][CH2:2][c:3]1[cH:4][cH:5][cH:6][cH:7][cH:8]1.[O:14]=[C:15]([CH2:16][O:17][c:18]1[cH:19][cH:20][c:21]([OH:27])[c:22]([C:23](=[O:24])[NH2:25])[cH:26]1)[CH3:28].[S:9](=[O:10])(=[O:11])([OH:12])[OH:13]>>[NH:1]([CH2:2][c:3]1[cH:4][cH:5][cH:6][cH:7][cH:8]1)[CH:15]([CH2:16][O:17][c:18]1[cH:19][cH:20][c:21]([OH:27])[c:22]([C:23](=[O:24])[NH2:25])[cH:26]1)[CH3:28].